From a dataset of the Open Reaction Database (ORD), a public repository of structured organic reaction records. describe an organic reaction: reactants, conditions, products, and yield Conditions: time 10 minute. As a reaction SMILES: [CH3:1][N:2]1[C:6]([CH:7]=O)=[CH:5][CH:4]=[N:3]1.[NH2:9][C:10]1[CH:15]=[CH:14][C:13]([C:16]([F:19])([F:18])[F:17])=[CH:12][CH:11]=1.C(O[BH-](OC(=O)C)OC(=O)C)(=O)C.[Na+].C(=O)([O-])O.[Na+]>C(Cl)(Cl)Cl.C(O)(=O)C>[CH3:1][N:2]1[C:6]([CH2:7][NH:9][C:10]2[CH:15]=[CH:14][C:13]([C:16]([F:17])([F:18])[F:19])=[CH:12][CH:11]=2)=[CH:5][CH:4]=[N:3]1 |f:2.3,4.5|. The reactants are CN1N=CC=C1C=O (1-methyl-1H-pyrazol-5-carbaldehyde), C(O)([O-])=O.[Na+] (sodium hydrogencarbonate), NC1=CC=C(C=C1)C(F)(F)F (4-aminobenzotrifluoride), C(C)(=O)O[BH-](OC(C)=O)OC(C)=O.[Na+] (sodium triacetoxyborohydride). Reported procedure: Acetic acid (0.87 mL) was added to a chloroform (10 mL) solution that contained 1-methyl-1H-pyrazol-5-carbaldehyde (1.00 g) and 4-aminobenzotrifluoride (1.76 g) at a room temperature, and the obtained solution was then stirred for 10 minutes. Thereafter, sodium triacetoxyborohydride (2.89 g) was added to the reaction solution, and the obtained mixture was then stirred for 5.5 hours. Thereafter, a saturated sodium hydrogencarbonate aqueous solution was added to the reaction solution, and the obta... The product is CN1N=CC=C1CNC1=CC=C(C=C1)C(F)(F)F (N-[(1-methyl-1H-pyrazol-5-yl)methyl]-4-(trifluoromethyl)aniline). The solvent is C(Cl)(Cl)Cl (chloroform), C(C)(=O)O (Acetic acid). Isolated yield 81.1%. The reactants are CS(C)=O, O=[N+]([O-])c1ccc(Cl)nc1, OCCc1ccc(Cl)cc1, [H-], [Na+]. Product: O=[N+]([O-])c1ccc(OCCc2ccc(Cl)cc2)nc1. RXN SMILES: [CH3:23][S:24]([CH3:25])=[O:26].[Cl:13][c:14]1[n:15][cH:16][c:17]([N+:20](=[O:21])[O-:22])[cH:18][cH:19]1.[Cl:3][c:4]1[cH:5][cH:6][c:7]([CH2:8][CH2:9][OH:10])[cH:11][cH:12]1.[H-:2].[Na+:1]>>[Cl:3][c:4]1[cH:5][cH:6][c:7]([CH2:8][CH2:9][O:10][c:14]2[n:15][cH:16][c:17]([N+:20](=[O:21])[O-:22])[cH:18][cH:19]2)[cH:11][cH:12]1. The reactants are COC(=O)C1=NC2=CC(=CC=C2C(=C1)OCC(=O)N1CCC(CC1)OC)C (4-[2-(4-Methoxy-piperidin-1-yl)-2-oxo-ethoxy]-7-methyl-quinoline-2-carboxylic acid methyl ester), [OH-].[Na+] (NaOH). The solvent is C1CCOC1 (THF). Reaction conditions: time 2 hour. Yields the product COC1CCN(CC1)C(COC1=CC(=NC2=CC(=CC=C12)C)C(=O)O)=O (4-[2-(4-Methoxy-piperidin-1-yl)-2-oxo-ethoxy]-7-methyl-quinoline-2-carboxylic acid). RXN SMILES: C[O:2][C:3]([C:5]1[CH:14]=[C:13]([O:15][CH2:16][C:17]([N:19]2[CH2:24][CH2:23][CH:22]([O:25][CH3:26])[CH2:21][CH2:20]2)=[O:18])[C:12]2[C:7](=[CH:8][C:9]([CH3:27])=[CH:10][CH:11]=2)[N:6]=1)=[O:4].[OH-].[Na+]>C1COCC1>[CH3:26][O:25][CH:22]1[CH2:23][CH2:24][N:19]([C:17](=[O:18])[CH2:16][O:15][C:13]2[C:12]3[C:7](=[CH:8][C:9]([CH3:27])=[CH:10][CH:11]=3)[N:6]=[C:5]([C:3]([OH:4])=[O:2])[CH:14]=2)[CH2:20][CH2:21]1 |f:1.2|. Procedure details: To a solution of 980 mg 4-[2-(4-Methoxy-piperidin-1-yl)-2-oxo-ethoxy]-7-methyl-quinoline-2-carboxylic acid methyl ester in 10 ml THF were added 2.5 ml aqueous NaOH (1 M) at 0° C. After 2 h the mixture was brought to pH 4 by using Amberlite IR-120 ion exchange resin. The reaction mixture was filtered and concentrated and the crude product obtained used in the next step without further purification. Yield: 800 mg. Reactants: CC(C)(C)NS(=O)(=O)c1ccc(-c2cccc(-c3nc(-c4ccc(C(F)(F)F)c(F)c4)cc(C(F)(F)F)n3)c2)s1, ClCCl, O=C(O)C(F)(F)F. The product is NS(=O)(=O)c1ccc(-c2cccc(-c3nc(-c4ccc(C(F)(F)F)c(F)c4)cc(C(F)(F)F)n3)c2)s1. As a reaction SMILES: [C:1]([CH3:2])([CH3:3])([CH3:4])[NH:5][S:6](=[O:7])(=[O:8])[c:9]1[s:10][c:11](-[c:14]2[cH:15][c:16](-[c:20]3[n:21][c:22](-[c:30]4[cH:31][c:32]([F:40])[c:33]([C:36]([F:37])([F:38])[F:39])[cH:34][cH:35]4)[cH:23][c:24]([C:26]([F:27])([F:28])[F:29])[n:25]3)[cH:17][cH:18][cH:19]2)[cH:12][cH:13]1.[Cl:48][CH2:49][Cl:50].[F:41][C:42]([F:43])([F:44])[C:45]([OH:46])=[O:47]>>[NH2:5][S:6](=[O:7])(=[O:8])[c:9]1[s:10][c:11](-[c:14]2[cH:15][c:16](-[c:20]3[n:21][c:22](-[c:30]4[cH:31][c:32]([F:40])[c:33]([C:36]([F:37])([F:38])[F:39])[cH:34][cH:35]4)[cH:23][c:24]([C:26]([F:27])([F:28])[F:29])[n:25]3)[cH:17][cH:18][cH:19]2)[cH:12][cH:13]1. Reactants: [Br-].C(C)N(C=O)C=1OC2=C(N1)C=CC(=C2)C2=C(C=CC=C2)[P+](C2=CC=CC=C2)(C2=CC=CC=C2)C ([2-(N-ethylformamido)benzoxazol-6-yl]-methyltriphenylphosphonium bromide), C(C1=CC=CC=C1)N1C(=NC=C1)C=O (1-benzyl-2-imidazolecarbaldehyde), CC(C)([O-])C.[K+] (potassium tert-butoxide). Run in O1CCCC1 (tetrahydrofuran). Yields the product C(C1=CC=CC=C1)N1C(=NC=C1)C=CC1=CC2=C(N=C(O2)NCC)C=C1 (6-[2-(1-benzylimidazol-2-yl)vinyl]-2-ethylaminobenzoxazole). Isolated yield 63.3%. As a reaction SMILES: [Br-].[CH2:2]([N:4]([C:7]1[O:8][C:9]2[CH:15]=[C:14]([C:16]3[CH:21]=[CH:20]C=CC=3[P+](C)(C3C=CC=CC=3)C3C=CC=CC=3)[CH:13]=[CH:12][C:10]=2[N:11]=1)C=O)[CH3:3].[CH2:36]([N:43]1[CH:47]=[CH:46][N:45]=C1C=O)[C:37]1[CH:42]=[CH:41][CH:40]=[CH:39][CH:38]=1.CC(C)([O-])C.[K+]>O1CCCC1>[CH2:36]([N:43]1[CH:47]=[CH:46][N:45]=[C:20]1[CH:21]=[CH:16][C:14]1[CH:13]=[CH:12][C:10]2[N:11]=[C:7]([NH:4][CH2:2][CH3:3])[O:8][C:9]=2[CH:15]=1)[C:37]1[CH:42]=[CH:41][CH:40]=[CH:39][CH:38]=1 |f:0.1,3.4|. Procedure: A mixture of [2-(N-ethylformamido)benzoxazol-6-yl]-methyltriphenylphosphonium bromide (0.5 g), 1-benzyl-2-imidazolecarbaldehyde (0.2 g) and potassium tert-butoxide (0.1 g) in tetrahydrofuran (5.0 ml) was refluxed for 50 minutes. Evaporation of a solvent gave a residue, which was purified by a column chromatography on silica gel eluting with a mixture of chloroform and methanol (19:1, V/V). The eluted fractions containing the desired product were collected and evaporated in vacuo to give 6-[2-(1-... Reactants: COC(=O)c1cc(CNc2ccc(-c3ccc(OC)cn3)cc2)c(C)o1, Cl, O=C(O)C(F)(F)F, C1CCOC1. The product is Cl, COc1ccc(-c2ccc(NCc3cc(C(=O)O)oc3C)cc2)nc1. As a reaction SMILES: [CH3:8][O:9][C:10](=[O:11])[c:12]1[o:13][c:14]([CH3:33])[c:15]([CH2:17][NH:18][c:19]2[cH:20][cH:21][c:22](-[c:25]3[n:26][cH:27][c:28]([O:31][CH3:32])[cH:29][cH:30]3)[cH:23][cH:24]2)[cH:16]1.[ClH:34].[F:1][C:2]([F:3])([F:4])[C:5]([OH:6])=[O:7].[O:35]1[CH2:36][CH2:37][CH2:38][CH2:39]1>>[ClH:34].[O:9]=[C:10]([OH:11])[c:12]1[o:13][c:14]([CH3:33])[c:15]([CH2:17][NH:18][c:19]2[cH:20][cH:21][c:22](-[c:25]3[n:26][cH:27][c:28]([O:31][CH3:32])[cH:29][cH:30]3)[cH:23][cH:24]2)[cH:16]1.